From a dataset of the Open Reaction Database (ORD), a public repository of structured organic reaction records. describe an organic reaction: reactants, conditions, products, and yield The reactants are C(C)(C)(C)OC(=O)N1CCC(CC1)OC=1C=C(C(=O)O)C=CC1 (3-(1-tert-butoxycarbonylpiperidin-4-yloxy)benzoic acid), NC=1C=C(C=CC1C)NC(C1=CC(=CC(=C1)C(F)(F)F)N1CCOCC1)=O (N-(3-amino-4-methylphenyl)-3-morpholino-5-trifluoromethylbenzamide). Product: CC1=C(C=C(C=C1)NC(C1=CC(=CC(=C1)C(F)(F)F)N1CCOCC1)=O)NC(C1=CC(=CC=C1)OC1CCN(CC1)C(=O)OC(C)(C)C)=O (N-[2-methyl-5-(3-morpholino-5-trifluoromethylbenzamido)phenyl]-3-(1-tert-butoxycarbonylpiperidin-4-yloxy)benzamide). Isolated yield 77.0%. As a reaction SMILES: [C:1]([O:5][C:6]([N:8]1[CH2:13][CH2:12][CH:11]([O:14][C:15]2[CH:16]=[C:17]([CH:21]=[CH:22][CH:23]=2)[C:18](O)=[O:19])[CH2:10][CH2:9]1)=[O:7])([CH3:4])([CH3:3])[CH3:2].[NH2:24][C:25]1[CH:26]=[C:27]([NH:32][C:33](=[O:50])[C:34]2[CH:39]=[C:38]([C:40]([F:43])([F:42])[F:41])[CH:37]=[C:36]([N:44]3[CH2:49][CH2:48][O:47][CH2:46][CH2:45]3)[CH:35]=2)[CH:28]=[CH:29][C:30]=1[CH3:31]>>[CH3:31][C:30]1[CH:29]=[CH:28][C:27]([NH:32][C:33](=[O:50])[C:34]2[CH:39]=[C:38]([C:40]([F:41])([F:42])[F:43])[CH:37]=[C:36]([N:44]3[CH2:45][CH2:46][O:47][CH2:48][CH2:49]3)[CH:35]=2)=[CH:26][C:25]=1[NH:24][C:18](=[O:19])[C:17]1[CH:21]=[CH:22][CH:23]=[C:15]([O:14][CH:11]2[CH2:10][CH2:9][N:8]([C:6]([O:5][C:1]([CH3:3])([CH3:2])[CH3:4])=[O:7])[CH2:13][CH2:12]2)[CH:16]=1. Procedure: Using an analogous procedure to that described in the first paragraph of Example 50, 3-(1-tert-butoxycarbonylpiperidin-4-yloxy)benzoic acid was reacted with N-(3-amino-4-methylphenyl)-3-morpholino-5-trifluoromethylbenzamide to give N-[2-methyl-5-(3-morpholino-5-trifluoromethylbenzamido)phenyl]-3-(1-tert-butoxycarbonylpiperidin-4-yloxy)benzamide in 77% yield; NMR Spectrum: (DMSOd6) 1.37 (s, 9H), 1.55 (m, 2H), 1.95 (m, 2H), 2.19 (s, 3H), 3.2 (m, 2H), 3.25 (t, 4H), 3.63 (m, 2H), 3.77 (t, 4H), 4.63 ... Starting materials: ClC=1C2=C(N=C(N1)N)N=NN2 (7-chloro-1H-[1,2,3]triazolo[4,5-d]pyrimidine-5-amine), C(CCC)[Sn](C=1OC=CC1)(CCCC)CCCC (2-(tributylstannyl)furan). Reagents/catalysts: Cl[Pd]([P](C1=CC=CC=C1)(C2=CC=CC=C2)C3=CC=CC=C3)([P](C4=CC=CC=C4)(C5=CC=CC=C5)C6=CC=CC=C6)Cl (PdCl2(PPh3)2). Run in CN1C(CCC1)=O (N-methyl-2-pyrrolidinone), CCOC(=O)C (EtOAc). Reaction conditions: temperature 80 celsius, time 5 hour. Yields the product O1C(=CC=C1)C=1C2=C(N=C(N1)N)N=NN2 (7-(2-Furyl)-1H-[1,2,3]triazolo[4,5-d]pyrimidine-5-amine), solid. Yield: 65.0%. Reaction SMILES: Cl[C:2]1[C:3]2[NH:11][N:10]=[N:9][C:4]=2[N:5]=[C:6]([NH2:8])[N:7]=1.C([Sn](CCCC)(CCCC)[C:17]1[O:18][CH:19]=[CH:20][CH:21]=1)CCC>CN1CCCC1=O.CCOC(C)=O.Cl[Pd](Cl)([P](C1C=CC=CC=1)(C1C=CC=CC=1)C1C=CC=CC=1)[P](C1C=CC=CC=1)(C1C=CC=CC=1)C1C=CC=CC=1>[O:18]1[CH:19]=[CH:20][CH:21]=[C:17]1[C:2]1[C:3]2[NH:11][N:10]=[N:9][C:4]=2[N:5]=[C:6]([NH2:8])[N:7]=1 |^1:45,64|. Procedure: A solution of 7-chloro-1H-[1,2,3]triazolo[4,5-d]pyrimidine-5-amine (570 mg, 3.34 mmol) in N-methyl-2-pyrrolidinone (4 mL) was treated with PdCl2(PPh3)2 (117 mg, 0.17 mmol) and 2-(tributylstannyl)furan (1.05 mL, 1 mmol), stirred at 80° C. for 5 h, diluted with EtOAc, filtered through a silica pad and concentrated in vacuo. The residue was triturated with diethyl ether and the title compound isolated as a yellow solid (438 mg, 65%).